From a dataset of the Open Reaction Database (ORD), a public repository of structured organic reaction records. describe an organic reaction: reactants, conditions, products, and yield Starting materials: COC(=O)N[C@@H](C(=O)N1[C@@H](CCC1)C=1NC(=CN1)C=1C=CC2=C(COC3=C4C(=CC=C23)C=C(C=C4)C4=CN=C(N4)[C@H]4N(CCC4)C([C@H](C(C)C)NC(OC)=O)=O)C1)C1=CC=CC=C1 (methyl (S)-1-((S)-2-(5-(8-(2-((S)-1-((R)-2-methoxycarbonylamino-2-phenylacetyl)-pyrrolidin-2-yl)-1H-imidazol-5-yl)-6H-dibenzo[c,h]chromen-2-yl)-1H-imidazol-2-yl)pyrrolidin-1-yl)-3-methyl-1-oxobutan-2-ylcarbamate), COC(=O)N[C@H](C(=O)O)C(C)C ((S)-2-(methoxycarbonylamino)-3-methylbutanoic acid). Run in amide. Product: COC(=O)N[C@@H](C(=O)N1[C@@H](CCC1)C=1NC(=CN1)C=1C=CC2=C(COC3=C4C(=CC=C23)C=C(C=C4)C4=CN=C(N4)[C@H]4N(CCC4)C([C@H](CC)NC(OC)=O)=O)C1)C1=CC=CC=C1 (Methyl (S)-1-((S)-2-(5-(8-(2-((S)-1-((R)-2-methoxycarbonylamino-2-phenylacetyl)pyrrolidin-2-yl)-1H-imidazol-5-yl)-6H-dibenzo[c,h]chromen-2-yl)-1H-imidazol-2-yl)pyrrolidin-1-yl)-1-oxobutan-2-ylcarbamate). RXN SMILES: [CH3:1][O:2][C:3]([NH:5][C@H:6]([C:58]1[CH:63]=[CH:62][CH:61]=[CH:60][CH:59]=1)[C:7]([N:9]1[CH2:13][CH2:12][CH2:11][C@H:10]1[C:14]1[NH:15][C:16]([C:19]2[CH:20]=[CH:21][C:22]3[C:31]4[C:26](=[C:27]5[CH:35]=[CH:34][C:33]([C:36]6[NH:40][C:39]([C@@H:41]7[CH2:45][CH2:44][CH2:43][N:42]7[C:46](=[O:56])[C@@H:47]([NH:51][C:52](=[O:55])[O:53][CH3:54])[CH:48](C)[CH3:49])=[N:38][CH:37]=6)=[CH:32][C:28]5=[CH:29][CH:30]=4)[O:25][CH2:24][C:23]=3[CH:57]=2)=[CH:17][N:18]=1)=[O:8])=[O:4].COC(N[C@@H](C(C)C)C(O)=O)=O>>[CH3:1][O:2][C:3]([NH:5][C@H:6]([C:58]1[CH:63]=[CH:62][CH:61]=[CH:60][CH:59]=1)[C:7]([N:9]1[CH2:13][CH2:12][CH2:11][C@H:10]1[C:14]1[NH:15][C:16]([C:19]2[CH:20]=[CH:21][C:22]3[C:31]4[C:26](=[C:27]5[CH:35]=[CH:34][C:33]([C:36]6[NH:40][C:39]([C@@H:41]7[CH2:45][CH2:44][CH2:43][N:42]7[C:46](=[O:56])[C@@H:47]([NH:51][C:52](=[O:55])[O:53][CH3:54])[CH2:48][CH3:49])=[N:38][CH:37]=6)=[CH:32][C:28]5=[CH:29][CH:30]=4)[O:25][CH2:24][C:23]=3[CH:57]=2)=[CH:17][N:18]=1)=[O:8])=[O:4]. Procedure: This compound was made in an analogous manner to methyl (S)-1-((S)-2-(5-(8-(2-((S)-1-((R)-2-methoxycarbonylamino-2-phenylacetyl)-pyrrolidin-2-yl)-1H-imidazol-5-yl)-6H-dibenzo[c,h]chromen-2-yl)-1H-imidazol-2-yl)pyrrolidin-1-yl)-3-methyl-1-oxobutan-2-ylcarbamate, substituting (S)-2-(methoxycarbonylamino)butanoic acid for (S)-2-(methoxycarbonylamino)-3-methylbutanoic acid in the first amide coupling. LCMS-ESI+: calculated for C47H48N8O7: 836.93; observed [M+1]+: 837.63.